From a dataset of the Open Reaction Database (ORD), a public repository of structured organic reaction records. describe an organic reaction: reactants, conditions, products, and yield Run at temperature 70 celsius, time 15 hour. Starting materials: aqueous solution, [OH-].[K+] (potassium hydroxide), NC1=NC(=C(C(=N1)N[C@H](CO)CCC)CC1=C(C=C(C=C1)CC#N)OC)C ((S)-2-(4-((2-Amino-4-(1-hydroxypentan-2-ylamino)-6-methylpyrimidin-5-yl)methyl)-3-methoxyphenyl)acetonitrile), CO (MeOH). Procedure details: A 5M aqueous solution of potassium hydroxide (0.5 mL) was added to stirred solution of the product from step (iv) (0.095 g) in MeOH (1 mL). The mixture was stirred at 70° C. for 15 h and then the solvent was evaporated under reduced pressure. The resulting aqueous solution was adjusted to pH ˜7 using concentrated HCl. The aqueous was extracted with EtOAc and the combined organic phase was dried, filtered and evaporated to give the subtitle compound, 0.09 g. As a reaction SMILES: [OH-:1].[K+].[NH2:3][C:4]1[N:9]=[C:8]([NH:10][C@@H:11]([CH2:14][CH2:15][CH3:16])[CH2:12][OH:13])[C:7]([CH2:17][C:18]2[CH:23]=[CH:22][C:21]([CH2:24][C:25]#N)=[CH:20][C:19]=2[O:27][CH3:28])=[C:6]([CH3:29])[N:5]=1.C[OH:31]>>[NH2:3][C:4]1[N:9]=[C:8]([NH:10][C@@H:11]([CH2:14][CH2:15][CH3:16])[CH2:12][OH:13])[C:7]([CH2:17][C:18]2[CH:23]=[CH:22][C:21]([CH2:24][C:25]([OH:31])=[O:1])=[CH:20][C:19]=2[O:27][CH3:28])=[C:6]([CH3:29])[N:5]=1 |f:0.1|. The product is NC1=NC(=C(C(=N1)N[C@H](CO)CCC)CC1=C(C=C(C=C1)CC(=O)O)OC)C ((S)-2-(4-((2-Amino-4-(1-hydroxypentan-2-ylamino)-6-methylpyrimidin-5-yl)methyl)-3-methoxyphenyl)acetic acid). Reactants: O=C([O-])O, C1CCOC1, COC(=O)C(Cc1ccc([N+](=O)[O-])cc1)NC(=O)C1(CCCCS(C)(=O)=O)CCCC1, COc1ccc(P2(=S)SP(=S)(c3ccc(OC)cc3)S2)cc1, Cc1ccccc1, [Na+]. Yields the product COC(=O)C(Cc1ccc([N+](=O)[O-])cc1)NC(=S)C1(CCCCS(C)(=O)=O)CCCC1. As a reaction SMILES: [C:59](=[O:60])([OH:61])[O-:62].[CH2:32]1[O:33][CH2:34][CH2:35][CH2:36]1.[CH3:1][O:2][C:3]([CH:4]([NH:5][C:6](=[O:7])[C:8]1([CH2:13][CH2:14][CH2:15][CH2:16][S:17](=[O:18])(=[O:19])[CH3:20])[CH2:9][CH2:10][CH2:11][CH2:12]1)[CH2:21][c:22]1[cH:23][cH:24][c:25]([N+:28](=[O:29])[O-:30])[cH:26][cH:27]1)=[O:31].[CH3:37][O:38][c:39]1[cH:40][cH:41][c:42]([P:43]2(=[S:46])[S:44][P:45]([c:47]3[cH:48][cH:49][c:50]([O:51][CH3:52])[cH:53][cH:54]3)(=[S:55])[S:56]2)[cH:57][cH:58]1.[CH3:64][c:65]1[cH:66][cH:67][cH:68][cH:69][cH:70]1.[Na+:63]>>[CH3:1][O:2][C:3]([CH:4]([NH:5][C:6]([C:8]1([CH2:13][CH2:14][CH2:15][CH2:16][S:17](=[O:18])(=[O:19])[CH3:20])[CH2:9][CH2:10][CH2:11][CH2:12]1)=[S:46])[CH2:21][c:22]1[cH:23][cH:24][c:25]([N+:28](=[O:29])[O-:30])[cH:26][cH:27]1)=[O:31]. Starting materials: Br, O=Cc1cccc(OCc2ccc(Cl)cc2)c1OCc1ccc(Cl)cc1, [Mg], c1ccccc1. The product is O=Cc1cccc(OCc2ccc(Cl)cc2)c1O. Reaction SMILES: [Br:2].[Cl:3][c:4]1[cH:5][cH:6][c:7]([CH2:8][O:9][c:10]2[c:11]([CH:12]=[O:13])[cH:14][cH:15][cH:16][c:17]2[O:18][CH2:19][c:20]2[cH:21][cH:22][c:23]([Cl:26])[cH:24][cH:25]2)[cH:27][cH:28]1.[Mg:1].[cH:29]1[cH:30][cH:31][cH:32][cH:33][cH:34]1>>[OH:9][c:10]1[c:11]([CH:12]=[O:13])[cH:14][cH:15][cH:16][c:17]1[O:18][CH2:19][c:20]1[cH:21][cH:22][c:23]([Cl:26])[cH:24][cH:25]1. Starting materials: CCO, Cc1n[nH]c2ncc(C=O)cc12, CC(=O)[O-], NNC(N)=S, [Na+], O. Product: Cc1n[nH]c2ncc(C=NNC(N)=S)cc12. Reaction SMILES: [CH3:11][CH2:12][OH:13].[CH3:14][c:15]1[n:16][nH:17][c:18]2[n:19][cH:20][c:21]([CH:24]=[O:25])[cH:22][c:23]12.[CH3:2][C:3](=[O:4])[O-:5].[NH2:6][NH:7][C:8](=[S:9])[NH2:10].[Na+:1].[OH2:26]>>[N:6]([NH:7][C:8](=[S:9])[NH2:10])=[CH:24][c:21]1[cH:20][n:19][c:18]2[nH:17][n:16][c:15]([CH3:14])[c:23]2[cH:22]1. Starting materials: [BH4-], COc1ccc(C(C)N2CCC(C)(c3ccc(C=O)cc3)OC2=O)cc1, CO, [Na+]. The product is COc1ccc(C(C)N2CCC(C)(c3ccc(CO)cc3)OC2=O)cc1. RXN SMILES: [BH4-:27].[CH3:1][O:2][c:3]1[cH:4][cH:5][c:6]([CH:9]([CH3:10])[N:11]2[C:12](=[O:26])[O:13][C:14]([CH3:17])([c:18]3[cH:19][cH:20][c:21]([CH:22]=[O:23])[cH:24][cH:25]3)[CH2:15][CH2:16]2)[cH:7][cH:8]1.[CH3:29][OH:30].[Na+:28]>>[CH3:1][O:2][c:3]1[cH:4][cH:5][c:6]([CH:9]([CH3:10])[N:11]2[C:12](=[O:26])[O:13][C:14]([CH3:17])([c:18]3[cH:19][cH:20][c:21]([CH2:22][OH:23])[cH:24][cH:25]3)[CH2:15][CH2:16]2)[cH:7][cH:8]1. Reactants: CS(=O)(=O)CCCN1CCNCC1, CCOc1ccc(C(C)(C)C#N)cc1C1=NC(c2ccc(Cl)cc2)C(c2ccc(Cl)cc2)N1C(=O)Cl. Product: CCOc1ccc(C(C)(C)C#N)cc1C1=NC(c2ccc(Cl)cc2)C(c2ccc(Cl)cc2)N1C(=O)N1CCN(CCCS(C)(=O)=O)CC1. Reaction SMILES: [CH3:37][S:38](=[O:39])(=[O:40])[CH2:41][CH2:42][CH2:43][N:44]1[CH2:45][CH2:46][NH:47][CH2:48][CH2:49]1.[Cl:1][c:2]1[cH:3][cH:4][c:5]([CH:8]2[N:9]=[C:10]([c:23]3[c:24]([O:34][CH2:35][CH3:36])[cH:25][cH:26][c:27]([C:29]([CH3:30])([CH3:31])[C:32]#[N:33])[cH:28]3)[N:11]([C:20](=[O:21])[Cl:22])[CH:12]2[c:13]2[cH:14][cH:15][c:16]([Cl:19])[cH:17][cH:18]2)[cH:6][cH:7]1>>[Cl:1][c:2]1[cH:3][cH:4][c:5]([CH:8]2[N:9]=[C:10]([c:23]3[c:24]([O:34][CH2:35][CH3:36])[cH:25][cH:26][c:27]([C:29]([CH3:30])([CH3:31])[C:32]#[N:33])[cH:28]3)[N:11]([C:20](=[O:21])[N:47]3[CH2:46][CH2:45][N:44]([CH2:43][CH2:42][CH2:41][S:38]([CH3:37])(=[O:39])=[O:40])[CH2:49][CH2:48]3)[CH:12]2[c:13]2[cH:14][cH:15][c:16]([Cl:19])[cH:17][cH:18]2)[cH:6][cH:7]1. The reactants are FC1=CC(=C(COC2=CC(N(C(=C2)C)C=2C=C(C(=O)O)C=CC2C)=O)C=C1)CNC(=O)OC (3-[4-[(4-fluoro-2-{[(methoxycarbonyl)amino]methyl}benzyl)oxy]-6-methyl-2-oxopyridin-1(2H)-yl]-4-methylbenzoic acid), BrC=1C(N(C(=CC1OCC1=C(C=C(C=C1)F)CNC(=O)OCC)C)C=1C=C(C(=O)O)C=CC1C)=O (3-[3-bromo-4-[(2-{[(ethoxycarbonyl)amino]methyl}-4-fluorobenzyl)oxy]-6-methyl-2-oxopyridin-1(2H)-yl]-4-methylbenzoic acid). The product is C(C)OC(=O)NCC1=C(COC2=CC(N(C(=C2)C)C=2C=C(C(=O)OC)C=CC2C)=O)C=CC(=C1)F (methyl 3-[4-[(2-{[(ethoxycarbonyl)amino]methyl}-4-fluorobenzyl)oxy]-6-methyl-2-oxopyridin-1(2H) yl]-4-methylbenzoate). RXN SMILES: F[C:2]1C=CC(COC2C=C(C)N(C3C=C(C=CC=3C)C(O)=O)C(=O)C=2)=C(CNC(OC)=O)C=1.Br[C:35]1[C:36](=[O:68])[N:37]([C:58]2[CH:59]=[C:60]([CH:64]=[CH:65][C:66]=2[CH3:67])[C:61]([OH:63])=[O:62])[C:38]([CH3:57])=[CH:39][C:40]=1[O:41][CH2:42][C:43]1[CH:48]=[CH:47][C:46]([F:49])=[CH:45][C:44]=1[CH2:50][NH:51][C:52]([O:54][CH2:55][CH3:56])=[O:53]>>[CH2:55]([O:54][C:52]([NH:51][CH2:50][C:44]1[CH:45]=[C:46]([F:49])[CH:47]=[CH:48][C:43]=1[CH2:42][O:41][C:40]1[CH:39]=[C:38]([CH3:57])[N:37]([C:58]2[CH:59]=[C:60]([CH:64]=[CH:65][C:66]=2[CH3:67])[C:61]([O:63][CH3:2])=[O:62])[C:36](=[O:68])[CH:35]=1)=[O:53])[CH3:56]. Reported procedure: Prepared using a procedure similar to that used in the preparation of 3-[4-[(4-fluoro-2-{[(methoxycarbonyl)amino]methyl}benzyl)oxy]-6-methyl-2-oxopyridin-1(2H)-yl]-4-methylbenzoic acid. 1H NMR (CD3OD/400 MHz) δ 8.03 (m, 1H), 7.74 (s, 1H), 7.48 (m, 2H), 7.11 (m, 1H), 7.03 (m, 1H), 6.21 (s, 1H), 6.08 (s, 1H), 5.18 (s, 2H), 4.38 (s, 2H), 4.08 (q, 2H, J=7.2 Hz), 2.11 (s, 3H), 1.90 (s, 3H), 1.23 (t, 3H, J=7.2 Hz). ES HRMS m/z 469.1738 (M+H calculated for C25H26FN2O6 requires 469.1769). Step 3: Prepar... Reactants: COC(C1=CN=C(C=C1Cl)Cl)=O (4,6-Dichloro-nicotinic acid methyl ester), [Li+].[OH-] (LiOH). Run in C1CCOC1 (THF), O (H2O). Reaction conditions: time 18 hour. The product is ClC1=CC(=NC=C1C(=O)O)Cl (4,6-dichloro-nicotinic acid). As a reaction SMILES: C[O:2][C:3](=[O:12])[C:4]1[C:9]([Cl:10])=[CH:8][C:7]([Cl:11])=[N:6][CH:5]=1.[Li+].[OH-]>C1COCC1.O>[Cl:10][C:9]1[C:4]([C:3]([OH:12])=[O:2])=[CH:5][N:6]=[C:7]([Cl:11])[CH:8]=1 |f:1.2|. Reported procedure: 4,6-Dichloro-nicotinic acid methyl ester (27.3 g, 133 mmol) was dissolved in THF (150 mL). LiOH (3.53 g, 147 mmol), dissolved in H2O (25 mL), was added dropwise and the reaction was allowed to stir for 18 h. The volatiles were removed in vacuo. The resultant residue was diluted with H2O (100 mL) and acidified with 6 N HCl while swirling at 0° C. The solution was brought to a pH of 2.0 and a yellow precipitate formed. The mixture was allowed to stand at 0° C. for 1 h then filtered to afford 4,6-d... Reactants: C1OC2=C(O1)C=C(C=C2)O (sesamol), C(C=CC1=CC=CC=C1)Cl (cinnamyl chloride), C([O-])([O-])=O.[K+].[K+] (potassium carbonate), [I-].[K+] (potassium iodide). Solvent: CC(=O)C (acetone). Yields the product C1OC=2C=C(C=CC2O1)OCC=CC1=CC=CC=C1 (3,4-methylenedioxy-cinnamyloxybenzene). RXN SMILES: [CH2:1]1[O:5][C:4]2[CH:6]=[C:7]([OH:10])[CH:8]=[CH:9][C:3]=2[O:2]1.[CH2:11](Cl)[CH:12]=[CH:13][C:14]1[CH:19]=[CH:18][CH:17]=[CH:16][CH:15]=1.C(=O)([O-])[O-].[K+].[K+].[I-].[K+]>CC(C)=O>[CH2:1]1[O:2][C:3]2[CH:9]=[CH:8][C:7]([O:10][CH2:11][CH:12]=[CH:13][C:14]3[CH:19]=[CH:18][CH:17]=[CH:16][CH:15]=3)=[CH:6][C:4]=2[O:5]1 |f:2.3.4,5.6|. Procedure details: A mixture of sesamol (27.6 g.), cinnamyl chloride (30.4 g.), anhydrous potassium carbonate (50.0 g.), potassium iodide (2.0 g.) in anhydrous acetone (100 ml.) was heated under reflux for 1.5 hrs. The acetone was removed by evaporation, and the residue was treated with excess water and cooled to give an oil, which subsequently solidified. The crude product was collected by filtration and recrystallized from methanol to give MDCB as colorless prisms, m.p. 83° C., yield 15.0 g. (Found: C, 75.4; H, ... The reactants are CC(C)(C)OC(=O)N1CCC(NCc2ccc3c(c2)NC(=O)CS3)C(C(F)(F)F)C1, ClCCl, O=C(O)C(F)(F)F. Product: O=C1CSc2ccc(CNC3CCNCC3C(F)(F)F)cc2N1. As a reaction SMILES: [C:1]([O:2][C:3](=[O:4])[N:8]1[CH2:9][CH:10]([C:27]([F:28])([F:29])[F:30])[CH:11]([NH:14][CH2:15][c:16]2[cH:17][cH:18][c:19]3[c:20]([cH:26]2)[NH:21][C:22](=[O:25])[CH2:23][S:24]3)[CH2:12][CH2:13]1)([CH3:5])([CH3:6])[CH3:7].[Cl:38][CH2:39][Cl:40].[F:31][C:32]([F:33])([F:34])[C:35]([OH:36])=[O:37]>>[NH:8]1[CH2:9][CH:10]([C:27]([F:28])([F:29])[F:30])[CH:11]([NH:14][CH2:15][c:16]2[cH:17][cH:18][c:19]3[c:20]([cH:26]2)[NH:21][C:22](=[O:25])[CH2:23][S:24]3)[CH2:12][CH2:13]1.